This data is from the Open Reaction Database (ORD), a public repository of structured organic reaction records. The task is: describe an organic reaction: reactants, conditions, products, and yield As a reaction SMILES: [Cl:1][c:2]1[c:3](-[n:13]2[n:14][cH:15][c:16]3[cH:17][cH:18][c:19]([C:22](=[O:23])[O:24][CH2:25][CH3:26])[cH:20][c:21]23)[c:4]([Cl:12])[cH:5][c:6]([C:8]([F:9])([F:10])[F:11])[cH:7]1.[OH2:31].[OH:27][N+:28]([O-:29])=[O:30].[S:32](=[O:33])(=[O:34])([OH:35])[OH:36]>>[Cl:1][c:2]1[c:3](-[n:13]2[n:14][cH:15][c:16]3[cH:17][c:18]([N+:28](=[O:27])[O-:29])[c:19]([C:22](=[O:23])[O:24][CH2:25][CH3:26])[cH:20][c:21]23)[c:4]([Cl:12])[cH:5][c:6]([C:8]([F:9])([F:10])[F:11])[cH:7]1. The product is CCOC(=O)c1cc2c(cnn2-c2c(Cl)cc(C(F)(F)F)cc2Cl)cc1[N+](=O)[O-]. Starting materials: CCOC(=O)c1ccc2cnn(-c3c(Cl)cc(C(F)(F)F)cc3Cl)c2c1, O, O=[N+]([O-])O, O=S(=O)(O)O. Starting materials: C(C)OC(=O)C1N(CCNC1)S(=O)(=O)C1=CC=C(C=C1)OCC#CC (1-(4-but-2-ynyloxy-benzenesulfonyl)-piperazine-2-carboxylic acid ethyl ester), C([O-])([O-])=O.[K+].[K+] (potassium carbonate), BrC1=CC=C(CBr)C=C1 (p-bromobenzyl bromide). Run in CCOCC (ether), O (water), CN(C)C=O (DMF). Conditions: time 15 hour. Product: C(C)OC(=O)C1N(CCN(C1)CC1=CC=C(C=C1)Br)S(=O)(=O)C1=CC=C(C=C1)OCC#CC (4-(4-bromo-benzyl)-1-(4-but-2-ynyloxy-benzenesulfonyl)-piperazine-2-carboxylic acid ethyl ester). The yield is 99.8%. As a reaction SMILES: [CH2:1]([O:3][C:4]([CH:6]1[CH2:11][NH:10][CH2:9][CH2:8][N:7]1[S:12]([C:15]1[CH:20]=[CH:19][C:18]([O:21][CH2:22][C:23]#[C:24][CH3:25])=[CH:17][CH:16]=1)(=[O:14])=[O:13])=[O:5])[CH3:2].C(=O)([O-])[O-].[K+].[K+].[Br:32][C:33]1[CH:40]=[CH:39][C:36]([CH2:37]Br)=[CH:35][CH:34]=1>CN(C=O)C.CCOCC.O>[CH2:1]([O:3][C:4]([CH:6]1[CH2:11][N:10]([CH2:37][C:36]2[CH:39]=[CH:40][C:33]([Br:32])=[CH:34][CH:35]=2)[CH2:9][CH2:8][N:7]1[S:12]([C:15]1[CH:20]=[CH:19][C:18]([O:21][CH2:22][C:23]#[C:24][CH3:25])=[CH:17][CH:16]=1)(=[O:13])=[O:14])=[O:5])[CH3:2] |f:1.2.3|. Procedure details: To a solution of 0.30 g (0.820 mmol) of 1-(4-but-2-ynyloxy-benzenesulfonyl)-piperazine-2-carboxylic acid ethyl ester (Step 1, Example 220) in 10 mL of DMF was added 0.339 g (2.459 mmol) of potassium carbonate followed by 0.205 g (0.820 mmol) of p-bromobenzyl bromide. The reaction was stirred at room temperature for 15 h, then diluted with ether and water. The organics were washed with water, dried over sodium sulfate, filtered and concentrated in vacuo. The residue was chromatographed on silica ...